Dataset: the Open Reaction Database (ORD), a public repository of structured organic reaction records. Task: describe an organic reaction: reactants, conditions, products, and yield The reactants are C(O)([O-])=O.[Na+] (sodium hydrogen carbonate), —Sodium, C(C)OC(C)O[C@@H]1CC2=CC[C@H]3[C@@H]4CC[C@H](C(C)=O)[C@]4(CC[C@@H]3[C@]2(CC1)C)C ((3β)-3-[(1-ethoxyethyl)oxy]pregn-5-en-20-one). Solvent: C(CCC)O (n-butanol). Reaction conditions: time 2 hour. Product: crude product, C(C)OC(C)O[C@@H]1CC2=CC[C@H]3[C@@H]4CC[C@H]([C@@H](C)O)[C@]4(CC[C@@H]3[C@]2(CC1)C)C ((3β,20R)-3-[(1-ethoxyethyl)oxy]pregn-5-en-20-ol), C(C)OC(C)O[C@@H]1CC2=CC[C@H]3[C@@H]4CC[C@H]([C@H](C)O)[C@]4(CC[C@@H]3[C@]2(CC1)C)C ((3β,20S)-3-[(1-ethoxyethyl)oxy]pregn-5-en-20-ol). As a reaction SMILES: [CH2:1]([O:3][CH:4]([O:6][C@H:7]1[CH2:26][CH2:25][C@@:24]2([CH3:27])[C:9](=[CH:10][CH2:11][C@@H:12]3[C@@H:23]2[CH2:22][CH2:21][C@@:20]2([CH3:28])[C@H:13]3[CH2:14][CH2:15][C@@H:16]2[C:17](=[O:19])[CH3:18])[CH2:8]1)[CH3:5])[CH3:2].C(=O)([O-])O.[Na+]>C(O)CCC>[CH2:1]([O:3][CH:4]([O:6][C@H:7]1[CH2:26][CH2:25][C@@:24]2([CH3:27])[C:9](=[CH:10][CH2:11][C@@H:12]3[C@@H:23]2[CH2:22][CH2:21][C@@:20]2([CH3:28])[C@H:13]3[CH2:14][CH2:15][C@@H:16]2[C@H:17]([OH:19])[CH3:18])[CH2:8]1)[CH3:5])[CH3:2].[CH2:1]([O:3][CH:4]([O:6][C@H:7]1[CH2:26][CH2:25][C@@:24]2([CH3:27])[C:9](=[CH:10][CH2:11][C@@H:12]3[C@@H:23]2[CH2:22][CH2:21][C@@:20]2([CH3:28])[C@H:13]3[CH2:14][CH2:15][C@@H:16]2[C@@H:17]([OH:19])[CH3:18])[CH2:8]1)[CH3:5])[CH3:2] |f:1.2|. Reported procedure: —Sodium (8.98 g) was added in small portions in the course of 2 h to a refluxing solution of (3β)-3-[(1-ethoxyethyl)oxy]pregn-5-en-20-one (20 g) in dry n-butanol (587 ml). Heating was continued for another 2 h; then the reaction mixture was cooled and poured into a saturated aqueous solution of sodium hydrogen carbonate (1.5 l). The product was extracted into ethyl acetate; the combined organic phases were washed with brine, dried over sodium sulfate, and concentrated under reduced pressure. Col... Starting materials: O=C([O-])[O-], CI, Cc1ccccc1, Oc1ccc(-c2cccc(F)c2)c(F)c1, [K+], [K+], CN(C)C=O. The product is COc1ccc(-c2cccc(F)c2)c(F)c1. RXN SMILES: [C:16](=[O:17])([O-:18])[O-:19].[CH3:27][I:28].[CH3:29][c:30]1[cH:31][cH:32][cH:33][cH:34][cH:35]1.[F:1][c:2]1[c:3](-[c:9]2[cH:10][c:11]([F:15])[cH:12][cH:13][cH:14]2)[cH:4][cH:5][c:6]([OH:8])[cH:7]1.[K+:20].[K+:21].[O:22]=[CH:23][N:24]([CH3:25])[CH3:26]>>[F:1][c:2]1[c:3](-[c:9]2[cH:10][c:11]([F:15])[cH:12][cH:13][cH:14]2)[cH:4][cH:5][c:6]([O:8][CH3:16])[cH:7]1. The reactants are COC(=O)C=C1CCN(C(=O)OC(C)(C)C)CC1, CCOC(C)=O, CO, [H][H]. Yields the product COC(=O)CC1CCN(C(=O)OC(C)(C)C)CC1. Reaction SMILES: [CH3:1][O:2][C:3]([CH:4]=[C:5]1[CH2:6][CH2:7][N:8]([C:11](=[O:12])[O:13][C:14]([CH3:15])([CH3:16])[CH3:17])[CH2:9][CH2:10]1)=[O:18].[CH3:21][CH2:22][O:23][C:24](=[O:25])[CH3:26].[CH3:27][OH:28].[H:19][H:20]>>[CH3:1][O:2][C:3]([CH2:4][CH:5]1[CH2:6][CH2:7][N:8]([C:11](=[O:12])[O:13][C:14]([CH3:15])([CH3:16])[CH3:17])[CH2:9][CH2:10]1)=[O:18].